Dataset: the Open Reaction Database (ORD), a public repository of structured organic reaction records. Task: describe an organic reaction: reactants, conditions, products, and yield Reactants: CCO, Cl, N#CSc1ccc(O)c(-c2ccccc2)c1. Yields the product Oc1ccc(S)cc1-c1ccccc1. Reaction SMILES: [CH3:18][CH2:19][OH:20].[ClH:17].[S:1]([C:2]#[N:3])[c:4]1[cH:5][cH:6][c:7]([OH:16])[c:8](-[c:10]2[cH:11][cH:12][cH:13][cH:14][cH:15]2)[cH:9]1>>[SH:1][c:4]1[cH:5][cH:6][c:7]([OH:16])[c:8](-[c:10]2[cH:11][cH:12][cH:13][cH:14][cH:15]2)[cH:9]1. Reactants: C1(CC1)N1C=C(C(C2=CC=C(C(=C12)OC)C=1C=C2CNCC2=CC1)=O)C(=O)O (1-cyclopropyl-7-(isoindolin-5-yl)-8-methoxy-1,4-dihydro-4-oxoquinoline-3-carboxylic acid), C=O (formalin). Solvent: C(=O)O (formic acid). Yields the product C1(CC1)N1C=C(C(C2=CC=C(C(=C12)OC)C=1C=C2CN(CC2=CC1)C)=O)C(=O)O (1-cyclopropyl-8-methoxy-7-(2-methylisoindolin-5-yl)-1,4-dihydro-4-oxoquinoline-3-carboxylic acid). The yield is 73.3%. Reaction SMILES: [CH:1]1([N:4]2[C:13]3[C:8](=[CH:9][CH:10]=[C:11]([C:16]4[CH:17]=[C:18]5[C:22](=[CH:23][CH:24]=4)[CH2:21][NH:20][CH2:19]5)[C:12]=3[O:14][CH3:15])[C:7](=[O:25])[C:6]([C:26]([OH:28])=[O:27])=[CH:5]2)[CH2:3][CH2:2]1.[CH2:29]=O>C(O)=O>[CH:1]1([N:4]2[C:13]3[C:8](=[CH:9][CH:10]=[C:11]([C:16]4[CH:17]=[C:18]5[C:22](=[CH:23][CH:24]=4)[CH2:21][N:20]([CH3:29])[CH2:19]5)[C:12]=3[O:14][CH3:15])[C:7](=[O:25])[C:6]([C:26]([OH:28])=[O:27])=[CH:5]2)[CH2:2][CH2:3]1. Procedure: To 100 mg of 1-cyclopropyl-7-(isoindolin-5-yl)-8-methoxy-1,4-dihydro-4-oxoquinoline-3-carboxylic acid were added 1 ml of formic acid and 65 mg of formalin, and the resulting mixture was heated under reflux for 1 hour, after which the solvent was distilled under reduced pressure to remove the solvent. To the resulting residue was added 5 ml of water, and the resulting mixture was adjusted to pH 7 with a saturated aqueous sodium hydrogencarbonate solution and extracted with five 5-ml portions of c... Reactants: N1C=NC2=C1C=CC(=C2)CC(C(=O)N2CCC(CC2)C)N (1-(1H-benzimidazol-5-yl-methyl)-2-(4-methyl-piperidin-1-yl)-2-oxo-ethylamine), [N+](=O)([O-])C1=C(C=CC=C1)S(=O)(=O)Cl (2-nitrobenzenesulphonic acid chloride). Product: N1C=NC2=C1C=CC(=C2)CC(C(=O)N2CCC(CC2)C)NS(=O)(=O)C2=C(C=CC=C2)[N+](=O)[O-] (N-[1-(1H-Benzimidazol-5-yl-methyl)-2-(4-methyl-piperidin-1-yl)-2-oxo-ethyl]-2-nitro-benzenesulphonamide). As a reaction SMILES: [NH:1]1[C:5]2[CH:6]=[CH:7][C:8]([CH2:10][CH:11]([NH2:21])[C:12]([N:14]3[CH2:19][CH2:18][CH:17]([CH3:20])[CH2:16][CH2:15]3)=[O:13])=[CH:9][C:4]=2[N:3]=[CH:2]1.[N+:22]([C:25]1[CH:30]=[CH:29][CH:28]=[CH:27][C:26]=1[S:31](Cl)(=[O:33])=[O:32])([O-:24])=[O:23]>>[NH:1]1[C:5]2[CH:6]=[CH:7][C:8]([CH2:10][CH:11]([NH:21][S:31]([C:26]3[CH:27]=[CH:28][CH:29]=[CH:30][C:25]=3[N+:22]([O-:24])=[O:23])(=[O:32])=[O:33])[C:12]([N:14]3[CH2:19][CH2:18][CH:17]([CH3:20])[CH2:16][CH2:15]3)=[O:13])=[CH:9][C:4]=2[N:3]=[CH:2]1. Procedure details: Prepared from 1-(1H-benzimidazol-5-yl-methyl)-2-(4-methyl-piperidin-1-yl)-2-oxo-ethylamine and 2-nitrobenzenesulphonic acid chloride analogously to Example 2. Reactants: CN1CCN(c2ccccc2N)CC1, CO, C=CC(=O)Nc1ccc(Cl)c(Cl)c1, F[B-](F)(F)F, [H+], O=N[O-], [Na+], CC(=O)[O-], CC(=O)[O-], O, [Pd+2]. The product is CN1CCN(c2ccccc2C=CC(=O)Nc2ccc(Cl)c(Cl)c2)CC1. Reaction SMILES: [CH3:1][N:2]1[CH2:3][CH2:4][N:5]([c:8]2[c:9]([NH2:10])[cH:11][cH:12][cH:13][cH:14]2)[CH2:6][CH2:7]1.[CH3:39][OH:40].[Cl:25][c:26]1[cH:27][c:28]([NH:33][C:34]([CH:35]=[CH2:36])=[O:37])[cH:29][cH:30][c:31]1[Cl:32].[F:16][B-:17]([F:18])([F:19])[F:20].[H+:15].[N:21]([O-:22])=[O:23].[Na+:24].[O-:42][C:43]([CH3:44])=[O:45].[O-:46][C:47]([CH3:48])=[O:49].[OH2:38].[Pd+2:41]>>[CH3:1][N:2]1[CH2:3][CH2:4][N:5]([c:8]2[c:9]([CH:36]=[CH:35][C:34]([NH:33][c:28]3[cH:27][c:26]([Cl:25])[c:31]([Cl:32])[cH:30][cH:29]3)=[O:37])[cH:11][cH:12][cH:13][cH:14]2)[CH2:6][CH2:7]1. The reactants are [OH-].[K+] (potassium hydroxide), C(C)(C)(C)C=1C=C(C=C(C1O)C(C)(C)C)[C@H](C(=S)OC)C (Methyl (2R)-2-(3,5-Di-t-butyl-4-hydroxyphenyl)thiopropanoate), Cl (hydrochloric acid). Run in O (water), O1CCCC1 (tetrahydrofuran). Conditions: time 8 hour. Yields the product C(C)(C)(C)C=1C=C(C=C(C1O)C(C)(C)C)[C@H](C(=S)O)C ((2R)-2-(3,5-Di-t-butyl-4-hydroxyphenyl)thiopropanoic Acid). Isolated yield 89.0%. RXN SMILES: [OH-].[K+].[C:3]([C:7]1[CH:8]=[C:9]([C@@H:18]([CH3:23])[C:19]([O:21]C)=[S:20])[CH:10]=[C:11]([C:14]([CH3:17])([CH3:16])[CH3:15])[C:12]=1[OH:13])([CH3:6])([CH3:5])[CH3:4].Cl>O.O1CCCC1>[C:14]([C:11]1[CH:10]=[C:9]([C@@H:18]([CH3:23])[C:19]([OH:21])=[S:20])[CH:8]=[C:7]([C:3]([CH3:5])([CH3:4])[CH3:6])[C:12]=1[OH:13])([CH3:15])([CH3:16])[CH3:17] |f:0.1|. Procedure details: To a solution of 4.5 g (80 mmol) of potassium hydroxide in water (200 mL) and tetrahydrofuran (200 mL) was added 21.46 g (70 mmol) of methyl (2R)-2-(3,5-di-t-butyl-4-hydroxyphenyl)thiopropanoate (31). The reaction mixture was allowed to stir overnight at room temperature. The reaction solution was acidified to pH 1.2 with concentrated hydrochloric acid and and extracted with t-butyl methyl ether (3×100 mL). The combined extracts were washed with an aqueous saturated sodium chloride solution (1×3... Reactants: N#Cc1ncc(C(F)(F)F)cc1Cl, [Na+], [O-]c1ccccc1, CN(C)C=O, O, O, O. The product is N#Cc1ncc(C(F)(F)F)cc1Oc1ccccc1. As a reaction SMILES: [Cl:1][c:2]1[c:3]([C:12]#[N:13])[n:4][cH:5][c:6]([C:8]([F:9])([F:10])[F:11])[cH:7]1.[Na+:24].[O-:17][c:18]1[cH:19][cH:20][cH:21][cH:22][cH:23]1.[O:25]=[CH:26][N:27]([CH3:28])[CH3:29].[OH2:14].[OH2:15].[OH2:16]>>[c:2]1([O:17][c:18]2[cH:19][cH:20][cH:21][cH:22][cH:23]2)[c:3]([C:12]#[N:13])[n:4][cH:5][c:6]([C:8]([F:9])([F:10])[F:11])[cH:7]1.